From a dataset of the Open Reaction Database (ORD), a public repository of structured organic reaction records. describe an organic reaction: reactants, conditions, products, and yield Procedure: The title compound, MS: m/e=571.1 (M+H+), was prepared in accordance with the general method of example 99 from (rac)-8-(3,5-bis-trifluoromethyl-benzoyl)-2-methyl-1-phenyl-1,3,8-triaza-spiro[4.5]decan-4-one 1-benzyl-piperidin-4-one and 3-dimethylamino1-propyl chloride. Product: FC(C=1C=C(C(=O)N2CCC3(C(N(C(N3C3=CC=CC=C3)C)CCCN(C)C)=O)CC2)C=C(C1)C(F)(F)F)(F)F ((rac)-8-(3,5-Bis-trifluoromethyl-benzoyl)-3-(3-dimethylamino-propyl)-2-methyl-1-phenyl-1,3,8-triaza-spiro[4.5]decan-4-one). The reactants are C(C1=CC=CC=C1)N1CCC(CC1)=O.FC(C=1C=C(C(=O)N2CCC3(C(NC(N3C3=CC=CC=C3)C)=O)CC2)C=C(C1)C(F)(F)F)(F)F ((rac)-8-(3,5-bis-trifluoromethyl-benzoyl)-2-methyl-1-phenyl-1,3,8-triaza-spiro[4.5]decan-4-one 1-benzyl-piperidin-4-one), CN(CCCCl)C (3-dimethylamino1-propyl chloride). As a reaction SMILES: [CH2:1]([N:8]1[CH2:13]CC(=O)C[CH2:9]1)[C:2]1C=CC=C[CH:3]=1.[F:15][C:16]([F:48])([F:47])[C:17]1[CH:18]=[C:19]([CH:40]=[C:41]([C:43]([F:46])([F:45])[F:44])[CH:42]=1)[C:20]([N:22]1[CH2:39][CH2:38][C:25]2([N:29]([C:30]3[CH:35]=[CH:34][CH:33]=[CH:32][CH:31]=3)[CH:28]([CH3:36])[NH:27][C:26]2=[O:37])[CH2:24][CH2:23]1)=[O:21].CN(C)CCCCl>>[F:48][C:16]([F:15])([F:47])[C:17]1[CH:18]=[C:19]([CH:40]=[C:41]([C:43]([F:46])([F:45])[F:44])[CH:42]=1)[C:20]([N:22]1[CH2:23][CH2:24][C:25]2([N:29]([C:30]3[CH:31]=[CH:32][CH:33]=[CH:34][CH:35]=3)[CH:28]([CH3:36])[N:27]([CH2:3][CH2:2][CH2:1][N:8]([CH3:13])[CH3:9])[C:26]2=[O:37])[CH2:38][CH2:39]1)=[O:21] |f:0.1|. The reactants are ClC1=CC=NC2=CC(=CC=C12)Cl (4,7-Dichloroquinoline), CC1NCCNC1 (2-methylpiperazine), product. Product: ClC1=CC=C2C(=CC=NC2=C1)N1CC(NCC1)C (7-Chloro-4-(3-methylpiperazin-1-yl)quinoline). RXN SMILES: Cl[C:2]1[C:11]2[C:6](=[CH:7][C:8]([Cl:12])=[CH:9][CH:10]=2)[N:5]=[CH:4][CH:3]=1.[CH3:13][CH:14]1[CH2:19][NH:18][CH2:17][CH2:16][NH:15]1>>[Cl:12][C:8]1[CH:7]=[C:6]2[C:11]([C:2]([N:18]3[CH2:17][CH2:16][NH:15][CH:14]([CH3:13])[CH2:19]3)=[CH:3][CH:4]=[N:5]2)=[CH:10][CH:9]=1. Procedure: 4,7-Dichloroquinoline (0.5 g, 2.5 mmol) and 2-methylpiperazine (1.25 g, 12.5 mmol) are reacted according to method A yielding the product as a brown oil.